From a dataset of the Open Reaction Database (ORD), a public repository of structured organic reaction records. describe an organic reaction: reactants, conditions, products, and yield The reactants are C(C)(=O)NC1=C(C2=C(S1)C=CC=C2)C(=O)[O-] (2-acetamido-benzo[b]thiophen-3-carboxylate), [Mg] (magnesium), NC=1SC=CC1 (2-aminothiophen), C(C)Br (ethyl bromide), [Mg] (magnesium), C(C)[Mg]Br (ethyl-magnesium bromide). Solvent: O1CCCC1 (tetrahydrofuran), O1CCCC1 (tetrahydrofuran), O1CCCC1 (tetrahydrofuran). Run at time 1 hour. The product is S1C(=CC=C1)NC(=O)C=1C2=C(SC1NC(=O)C)C=CC=C2 (N-(2-thienyl)-2-acetamino-benzo[b]thiophen-3-carboxamide). Reaction SMILES: [Mg].C(Br)C.C([Mg]Br)C.[NH2:9][C:10]1[S:11][CH:12]=[CH:13][CH:14]=1.[C:15]([NH:18][C:19]1[S:23][C:22]2[CH:24]=[CH:25][CH:26]=[CH:27][C:21]=2[C:20]=1[C:28]([O-])=[O:29])(=[O:17])[CH3:16]>O1CCCC1>[S:11]1[CH:12]=[CH:13][CH:14]=[C:10]1[NH:9][C:28]([C:20]1[C:21]2[CH:27]=[CH:26][CH:25]=[CH:24][C:22]=2[S:23][C:19]=1[NH:18][C:15]([CH3:16])=[O:17])=[O:29]. Procedure: 3 g of magnesium curlings and 30 ml of anhydrous tetrahydrofuran are initially introduced into a sulfonation flask and 13.5 g of ethyl bromide are added in order to prepare ethyl-magnesium bromide. After the magnesium has dissolved, 6.1 g of 2-aminothiophen, dissolved in 60 ml of absolute tetrahydrofuran, are added dropwise and the mixture is stirred for one hour at room temperature and then refluxed for a further 15 minutes. 8 g of . . . 2-acetamido-benzo[b]thiophen-3-carboxylate, dissolved in ... Reactants: O=C(n1ccnc1)n1ccnc1, CC(C)(C)NO, CN(C)C=O, O=C(O)c1n[nH]c2c(=O)[nH]c3cc(Cl)ccc3c(=O)c12, Cl, O. Yields the product CC(C)(C)NOC(=O)c1n[nH]c2c(=O)[nH]c3cc(Cl)ccc3c(=O)c12. RXN SMILES: [C:21]([n:22]1[cH:23][cH:24][n:25][cH:26]1)([n:27]1[cH:28][cH:29][n:30][cH:31]1)=[O:32].[C:34]([CH3:35])([CH3:36])([CH3:37])[NH:38][OH:39].[CH3:41][N:42]([CH3:43])[CH:44]=[O:45].[Cl:1][c:2]1[cH:3][c:4]2[c:5]([c:6](=[O:18])[c:7]3[c:8]([c:9](=[O:11])[nH:10]2)[nH:12][n:13][c:14]3[C:15](=[O:16])[OH:17])[cH:19][cH:20]1.[ClH:33].[OH2:40]>>[Cl:1][c:2]1[cH:3][c:4]2[c:5]([c:6](=[O:18])[c:7]3[c:8]([c:9](=[O:11])[nH:10]2)[nH:12][n:13][c:14]3[C:15](=[O:16])[O:17][NH:38][C:34]([CH3:35])([CH3:36])[CH3:37])[cH:19][cH:20]1. Reactants: C1CCOC1, O=C(O)c1ccc2c(c1)nc(COc1ccccc1)n2Cc1ccc(OC(F)(F)F)cc1, NCc1cccc2ccccc12. Product: O=C(NCc1cccc2ccccc12)c1ccc2c(c1)nc(COc1ccccc1)n2Cc1ccc(OC(F)(F)F)cc1. Reaction SMILES: [CH2:45]1[O:46][CH2:47][CH2:48][CH2:49]1.[O:1]([c:2]1[cH:3][cH:4][cH:5][cH:6][cH:7]1)[CH2:8][c:9]1[n:10][c:11]2[c:12]([n:13]1[CH2:14][c:15]1[cH:16][cH:17][c:18]([O:21][C:22]([F:23])([F:24])[F:25])[cH:19][cH:20]1)[cH:26][cH:27][c:28]([C:30](=[O:31])[OH:32])[cH:29]2.[c:33]1([CH2:43][NH2:44])[cH:34][cH:35][cH:36][c:37]2[cH:38][cH:39][cH:40][cH:41][c:42]12>>[O:1]([c:2]1[cH:3][cH:4][cH:5][cH:6][cH:7]1)[CH2:8][c:9]1[n:10][c:11]2[c:12]([n:13]1[CH2:14][c:15]1[cH:16][cH:17][c:18]([O:21][C:22]([F:23])([F:24])[F:25])[cH:19][cH:20]1)[cH:26][cH:27][c:28]([C:30](=[O:31])[NH:44][CH2:43][c:33]1[cH:34][cH:35][cH:36][c:37]3[cH:38][cH:39][cH:40][cH:41][c:42]13)[cH:29]2.